Task: describe an organic reaction: reactants, conditions, products, and yield. Dataset: the Open Reaction Database (ORD), a public repository of structured organic reaction records Starting materials: C1(=CC=CC=C1)P(C1=CC=CC=C1)C1=CC=CC=C1 (Triphenyl phosphine), C(Cl)(Cl)(Cl)Cl (carbon tetrachloride), C1CCOC1 (THF), FC1=C2C(C(=CNC2=C(C=C1)OCCC)C1=CC=C(C=C1)OC)=O.C(=O)(O)C(C[NH-])O (5-fluoro-3-(4-methoxyphenyl)-4-oxo-8-propoxy-1,4-dihydro-quinoline 2-carboxy-(2-hydroxyethyl)amide). Run in O (water). Yields the product FC1=C2C(C(=CNC2=C(C=C1)OCCC)C1=CC=C(C=C1)OC)=O.C(=O)(O)C(C[NH-])Cl (5-fluoro-3-(4-methoxyphenyl)-4-oxo-8-propoxy-1,4-dihydroquinoline 2-carboxy-(2-chloroethyl)amide). The yield is 55.3%. As a reaction SMILES: C1(P(C2C=CC=CC=2)C2C=CC=CC=2)C=CC=CC=1.C(Cl)(Cl)(Cl)[Cl:21].C1COCC1.[F:30][C:31]1[CH:40]=[CH:39][C:38]([O:41][CH2:42][CH2:43][CH3:44])=[C:37]2[C:32]=1[C:33](=[O:53])[C:34]([C:45]1[CH:50]=[CH:49][C:48]([O:51][CH3:52])=[CH:47][CH:46]=1)=[CH:35][NH:36]2.[C:54]([CH:57](O)[CH2:58][NH-:59])([OH:56])=[O:55]>O>[F:30][C:31]1[CH:40]=[CH:39][C:38]([O:41][CH2:42][CH2:43][CH3:44])=[C:37]2[C:32]=1[C:33](=[O:53])[C:34]([C:45]1[CH:46]=[CH:47][C:48]([O:51][CH3:52])=[CH:49][CH:50]=1)=[CH:35][NH:36]2.[C:54]([CH:57]([Cl:21])[CH2:58][NH-:59])([OH:56])=[O:55] |f:3.4,6.7|. Procedure details: Triphenyl phosphine (2.47 g, 9.8 mmol) and carbon tetrachloride (1.4 g, 9.1 mmol) were added to a THF solution (30 ml) of 5-fluoro-3-(4-methoxyphenyl)-4-oxo-8-propoxy-1,4-dihydro-quinoline-2-carboxy-(2-hydroxyethyl)amide (3.0 g, 7.24 mmol) and heated under reflux for 2 hours. The mixture was cooled to room temperature, and water was then added thereto, followed by extraction with dichloromethane. The thus-obtained organic layer was washed with water, dried over anhydrous sodium sulfate, and then...